Task: describe an organic reaction: reactants, conditions, products, and yield. Dataset: the Open Reaction Database (ORD), a public repository of structured organic reaction records Reactants: C(C)(=O)C1=NC=CC=C1 (2-acetylpyridine), C=1C=CC2=C(C1)N=NN2O (HOBt), Cl.NCC(=O)N1CCC(CC1)OC1=C(C=CC=C1)Cl (2-amino-1-[4-(2-chloro-phenoxy)-piperidin-1-yl]-ethanone hydrochloride), CCN(C(C)C)C(C)C (DIPEA), Cl.N1=C(C=CC=C1)C1=CC(=NN1)C(=O)O (5-pyridin-2-yl-1H-pyrazole-3-carboxylic acid hydrochloride), Intermediate 29, CCN=C=NCCCN(C)C.Cl (EDCI.HCl). The solvent is CN(C)C=O (DMF), O (water). Reaction conditions: time 8 hour. Yields the product ClC1=C(OC2CCN(CC2)C(CNC(=O)C2=NNC(=C2)C2=NC=CC=C2)=O)C=CC=C1 (5-pyridin-2-yl-1H-pyrazole-3-carboxylic acid {2-[4-(2-chloro-phenoxy)-piperidin-1-yl]-2-oxo-ethyl}-amide). Isolated yield 74.9%. Reaction SMILES: CCN(C(C)C)C(C)C.Cl.[N:11]1[CH:16]=[CH:15][CH:14]=[CH:13][C:12]=1[C:17]1[NH:21][N:20]=[C:19]([C:22]([OH:24])=O)[CH:18]=1.C(C1C=CC=CN=1)(=O)C.C1C=CC2N(O)N=NC=2C=1.CCN=C=NCCCN(C)C.Cl.Cl.[NH2:57][CH2:58][C:59]([N:61]1[CH2:66][CH2:65][CH:64]([O:67][C:68]2[CH:73]=[CH:72][CH:71]=[CH:70][C:69]=2[Cl:74])[CH2:63][CH2:62]1)=[O:60]>CN(C=O)C.O>[Cl:74][C:69]1[CH:70]=[CH:71][CH:72]=[CH:73][C:68]=1[O:67][CH:64]1[CH2:63][CH2:62][N:61]([C:59](=[O:60])[CH2:58][NH:57][C:22]([C:19]2[CH:18]=[C:17]([C:12]3[CH:13]=[CH:14][CH:15]=[CH:16][N:11]=3)[NH:21][N:20]=2)=[O:24])[CH2:66][CH2:65]1 |f:1.2,5.6,7.8|. Procedure details: DIPEA (287 mg, 2.2 mmol) was added to a stirred solution of 5-pyridin-2-yl-1H-pyrazole-3-carboxylic acid hydrochloride (100 mg, 0.44 mmol) (prepared by the method used for the synthesis of Intermediate 29, starting from 2-acetylpyridine) in DMF (2 mL) followed by HOBt (63 mg, 0.46 mmol) and EDCI.HCl (89 mg, 0.46 mmol). After 2 minutes 2-amino-1-[4-(2-chloro-phenoxy)-piperidin-1-yl]-ethanone hydrochloride (135 mg, 0.44 mmol) (prepared according to Step 1 and 5 of the General Scheme) was added to ... Starting materials: NC1=CC=C2C(=CC(OC2=C1)=O)C(F)(F)F (7-amino-4-trifluoromethylcoumarin), ClC1=CC=C(C=C1)S(=O)(=O)Cl (4-chlorobenzenesulfonyl chloride), Cl (hydrochloric acid). The yield is 72.0%. Solvent: N1=CC=CC=C1 (pyridine). Procedure details: To a solution of 7-amino-4-trifluoromethylcoumarin (200 mg, 0.87 mmol) and 4-dimethylaminopyridine (1 mg) in pyridine (3 ml) was added 4-chlorobenzenesulfonyl chloride (203 mg, 0.96 mmol), followed by stirring at 70 degrees for 50 minutes. To the reaction mixture was added 2 N hydrochloric acid, followed by extracting with ethyl acetate. The organic layer was washed with water and brine, dried over magnesium sulfate and evaporated. The resulting residue was crystallized from ethyl acetate-diisop... The reagents and catalysts are CN(C1=CC=NC=C1)C (4-dimethylaminopyridine). Conditions: time 50 minute. Yields the product FC(C1=CC(OC2=CC(=CC=C12)NS(=O)(=O)C1=CC=C(C=C1)Cl)=O)(F)F (N-(4-Trifluoromethylcoumarin-7-yl)-4-chlorobenzenesulfonamide). Reaction SMILES: [NH2:1][C:2]1[CH:11]=[C:10]2[C:5]([C:6]([C:13]([F:16])([F:15])[F:14])=[CH:7][C:8](=[O:12])[O:9]2)=[CH:4][CH:3]=1.[Cl:17][C:18]1[CH:23]=[CH:22][C:21]([S:24](Cl)(=[O:26])=[O:25])=[CH:20][CH:19]=1.Cl>CN(C)C1C=CN=CC=1.N1C=CC=CC=1>[F:15][C:13]([F:16])([F:14])[C:6]1[C:5]2[C:10](=[CH:11][C:2]([NH:1][S:24]([C:21]3[CH:22]=[CH:23][C:18]([Cl:17])=[CH:19][CH:20]=3)(=[O:26])=[O:25])=[CH:3][CH:4]=2)[O:9][C:8](=[O:12])[CH:7]=1. Reactants: [C-]#N, CC(=O)N1CC(CCBr)c2c(C)cc(C)cc21, CC#N, [Na+], C1COCCOCCOCCOCCOCCO1. Product: CC(=O)N1CC(CCC#N)c2c(C)cc(C)cc21. Reaction SMILES: [C-:18]#[N:19].[C:1]([CH3:2])(=[O:3])[N:4]1[CH2:5][CH:6]([CH2:15][CH2:16][Br:17])[c:7]2[c:8]([CH3:14])[cH:9][c:10]([CH3:13])[cH:11][c:12]21.[CH3:39][C:40]#[N:41].[Na+:20].[O:21]1[CH2:22][CH2:23][O:24][CH2:25][CH2:26][O:27][CH2:28][CH2:29][O:30][CH2:31][CH2:32][O:33][CH2:34][CH2:35][O:36][CH2:37][CH2:38]1>>[C:1]([CH3:2])(=[O:3])[N:4]1[CH2:5][CH:6]([CH2:15][CH2:16][C:18]#[N:19])[c:7]2[c:8]([CH3:14])[cH:9][c:10]([CH3:13])[cH:11][c:12]21.